From a dataset of the Open Reaction Database (ORD), a public repository of structured organic reaction records. describe an organic reaction: reactants, conditions, products, and yield Starting materials: C=C(C)C(=O)NC(=O)OCC, CCCCC(CC)CO, Oc1ccc(O)cc1. As a reaction SMILES: [C:1]([C:2](=[CH2:3])[CH3:4])(=[O:5])[NH:6][C:7]([O:8][CH2:10][CH3:11])=[O:9].[CH2:12]([CH3:13])[CH:14]([CH2:15][OH:16])[CH2:17][CH2:18][CH2:19][CH3:20].[OH:21][c:22]1[cH:23][cH:24][c:25]([OH:26])[cH:27][cH:28]1>>[C:1]([C:2](=[CH2:3])[CH3:4])(=[O:5])[NH:6][C:7](=[O:8])[O:16][CH2:15][CH:14]([CH2:12][CH3:13])[CH2:17][CH2:18][CH2:19][CH3:20]. Product: C=C(C)C(=O)NC(=O)OCC(CC)CCCC. Run in C(C)#N (acetonitrile). The yield is 57.6%. Reaction SMILES: [NH2:1][CH2:2][C:3]1[CH:4]=[C:5]([N:9]2[C:14]([CH3:15])=[CH:13][C:12]([O:16][CH2:17][C:18]3[CH:23]=[CH:22][C:21]([F:24])=[CH:20][C:19]=3[F:25])=[CH:11][C:10]2=[O:26])[CH:6]=[CH:7][CH:8]=1.[Br:27]N1C(=O)CCC1=O>C(#N)C>[NH2:1][CH2:2][C:3]1[CH:4]=[C:5]([N:9]2[C:14]([CH3:15])=[CH:13][C:12]([O:16][CH2:17][C:18]3[CH:23]=[CH:22][C:21]([F:24])=[CH:20][C:19]=3[F:25])=[C:11]([Br:27])[C:10]2=[O:26])[CH:6]=[CH:7][CH:8]=1. Procedure details: 1-[3-(aminomethyl)phenyl]-4-[(2,4-difluorobenzyl)oxy]-6-methylpyridin-2(1H)-one from step 3 (3.89 g, 10.93 mmol) suspended in acetonitrile (42 mL) was cooled in an ice-bath. N-bromosuccinimide (2.04 g, 11.47 mmol) was added and the ice-bath was removed. The reaction mixture was stirred for 1.5 hours at room temperature. The reaction was diluted with acetonitrile (100 mL) and the precipitate that formed was collected by filtration and washed with acetonitrile (3×30 mL) to afford an off-white soli... Yields the product NCC=1C=C(C=CC1)N1C(C(=C(C=C1C)OCC1=C(C=C(C=C1)F)F)Br)=O (1-[3-(aminomethyl)phenyl]-3-bromo-4-[(2,4-difluorobenzyl)oxy]-6-methylpyridin-2(1H)-one). Reactants: NCC=1C=C(C=CC1)N1C(C=C(C=C1C)OCC1=C(C=C(C=C1)F)F)=O (1-[3-(aminomethyl)phenyl]-4-[(2,4-difluorobenzyl)oxy]-6-methylpyridin-2(1H)-one), BrN1C(CCC1=O)=O (N-bromosuccinimide). Conditions: time 1.5 hour. The reactants are C(C)(C)(C)OC(=O)N1CC(C1)OS(=O)(=O)C (1-(t-butoxycarbonyl)-3-methanesulphonyloxyazetidine), OC1CCNCC1 (4-hydroxypiperidine). Conditions: temperature 110 celsius. The product is OC1CCN(CC1)C1CNC1 (3-(4-hydroxypiperidyl)azetidine). Reaction SMILES: C(OC([N:8]1[CH2:11][CH:10](OS(C)(=O)=O)[CH2:9]1)=O)(C)(C)C.[OH:17][CH:18]1[CH2:23][CH2:22][NH:21][CH2:20][CH2:19]1>>[OH:17][CH:18]1[CH2:23][CH2:22][N:21]([CH:10]2[CH2:9][NH:8][CH2:11]2)[CH2:20][CH2:19]1. Reported procedure: A mixture of 1-(t-butoxycarbonyl)-3-methanesulphonyloxyazetidine (see International Patent Application Publication no WO93/19059) (1.2 g, 4.78 mmol) and 4-hydroxypiperidine (2.89 g, 6 mol equivalent) was heated at 110° C. for sixteen hours. The mixture was cooled to room temperature and partitioned between ethyl acetate (100 ml) and 5% aqueous sodium bicarbonate solution (100 ml). The layers were separated and the aqueous phase was extracted with a further portion of ethyl acetate (100 ml). The ... The reactants are C1(=CC=CC=C1)[C@H](C(=O)O[C@H]1CN2CCC1CC2)NC2=CC=CC=C2 ((R)—((R)-quinuclidin-3-yl) 2-phenyl-2-(phenylamino)acetate), BrCC(=O)C1=C(C=C(C=C1)F)O (2-bromo-1-(4-fluoro-2-hydroxyphenyl)ethanone). Solvent: CCOC(=O)C (EtOAc), C(C)#N (acetonitrile). Conditions: time 15 hour. The product is [Br-].FC1=CC(=C(C=C1)C(C[N+]12C[C@@H](C(CC1)CC2)OC([C@H](NC2=CC=CC=C2)C2=CC=CC=C2)=O)=O)O ((R)-1-(2-(4-fluoro-2-hydroxyphenyl)-2-oxoethyl)-3-((R)-2-phenyl-2-(phenylamino)acetoxy)-1-azoniabicyclo[2.2.2]octane bromide). Yield: 90.1%. RXN SMILES: [C:1]1([C@@H:7]([NH:19][C:20]2[CH:25]=[CH:24][CH:23]=[CH:22][CH:21]=2)[C:8]([O:10][C@@H:11]2[CH:16]3[CH2:17][CH2:18][N:13]([CH2:14][CH2:15]3)[CH2:12]2)=[O:9])[CH:6]=[CH:5][CH:4]=[CH:3][CH:2]=1.[Br:26][CH2:27][C:28]([C:30]1[CH:35]=[CH:34][C:33]([F:36])=[CH:32][C:31]=1[OH:37])=[O:29]>CCOC(C)=O.C(#N)C>[Br-:26].[F:36][C:33]1[CH:34]=[CH:35][C:30]([C:28](=[O:29])[CH2:27][N+:13]23[CH2:14][CH2:15][CH:16]([CH2:17][CH2:18]2)[C@@H:11]([O:10][C:8](=[O:9])[C@@H:7]([C:1]2[CH:2]=[CH:3][CH:4]=[CH:5][CH:6]=2)[NH:19][C:20]2[CH:25]=[CH:24][CH:23]=[CH:22][CH:21]=2)[CH2:12]3)=[C:31]([OH:37])[CH:32]=1 |f:4.5|. Procedure details: To a solution of (R)—((R)-quinuclidin-3-yl) 2-phenyl-2-(phenylamino)acetate (diastereomer 1 of I2) (100 mg, 0.30 mmol) in EtOAc (3 ml) and acetonitrile (2 ml), was added 2-bromo-1-(4-fluoro-2-hydroxyphenyl)ethanone (69.3 mg, 0.30 mmol), and the reaction was stirred at room temperature for 15 hours (UPLC-MS: complete conversion). The solvent was evaporated and the crude was triturated in i-Pr2O-EtOAc (1/1) to obtain (R)-1-(2-(4-fluoro-2-hydroxyphenyl)-2-oxoethyl)-3-((R)-2-phenyl-2-(phenylamino)ac... Reactants: Cc1ccc2oc(=O)[nH]c2n1, CC(C)(C)OC(=O)N=NC(=O)OC(C)(C)C, CN(C)C=O, CN1CCN(CCCOC(=O)Nc2cccc(CO)c2)CC1, c1ccc(P(c2ccccc2)c2ccccc2)cc1. Product: Cc1ccc2oc(=O)n(Cc3cccc(NC(=O)OCCCN4CCN(C)CC4)c3)c2n1. Reaction SMILES: [CH3:1][c:2]1[cH:3][cH:4][c:5]2[c:6]([n:7]1)[nH:8][c:9](=[O:11])[o:10]2.[N:53]([C:54]([O:55][C:56]([CH3:57])([CH3:58])[CH3:59])=[O:60])=[N:61][C:62]([O:63][C:64]([CH3:65])([CH3:66])[CH3:67])=[O:68].[O:69]=[CH:70][N:71]([CH3:72])[CH3:73].[OH:12][CH2:13][c:14]1[cH:15][c:16]([NH:20][C:21]([O:22][CH2:23][CH2:24][CH2:25][N:26]2[CH2:27][CH2:28][N:29]([CH3:32])[CH2:30][CH2:31]2)=[O:33])[cH:17][cH:18][cH:19]1.[c:34]1([P:35]([c:36]2[cH:37][cH:38][cH:39][cH:40][cH:41]2)[c:42]2[cH:43][cH:44][cH:45][cH:46][cH:47]2)[cH:48][cH:49][cH:50][cH:51][cH:52]1>>[CH3:1][c:2]1[cH:3][cH:4][c:5]2[c:6]([n:7]1)[n:8]([CH2:13][c:14]1[cH:15][c:16]([NH:20][C:21]([O:22][CH2:23][CH2:24][CH2:25][N:26]3[CH2:27][CH2:28][N:29]([CH3:32])[CH2:30][CH2:31]3)=[O:33])[cH:17][cH:18][cH:19]1)[c:9](=[O:11])[o:10]2. Starting materials: C(C)(C)(C)OC(=O)N1N=C(C2=CC(=CC=C12)OCC1=CC=CC=C1)I (5-benzyloxy-3-iodoindazole-1-carboxylic acid tert-butyl ester), C(C)(C)(C)OC(=O)N1C(=CC2=CC=CC=C12)B1OB(O1)C1N(C2=CC=CC=C2C1)C(=O)OC(C)(C)C (2-[4-(1-tert-butoxycarbonyl-2,3-dihydro-1H-indol-2-yl)-1,3,2,4-dioxadiboretan-2-yl]indole-1-carboxylic acid tert-butyl ester), palladium tetrakistriphenylphosphine, C([O-])(O)=O.[Na+] (sodium bicarbonate). The product is C(C1=CC=CC=C1)OC=1C=C2C(=NNC2=CC1)C=1NC2=CC=CC=C2C1 (5-benzyloxy-3-(1H-indol-2-yl)-1H-indazole). Isolated yield 80.9%. RXN SMILES: C(OC([N:8]1[C:16]2[C:11](=[CH:12][C:13]([O:17][CH2:18][C:19]3[CH:24]=[CH:23][CH:22]=[CH:21][CH:20]=3)=[CH:14][CH:15]=2)[C:10](I)=[N:9]1)=O)(C)(C)C.C(OC([N:33]1[C:41]2[C:36](=[CH:37][CH:38]=[CH:39][CH:40]=2)[CH:35]=[C:34]1B1OB(C2CC3C(=CC=CC=3)N2C(OC(C)(C)C)=O)O1)=O)(C)(C)C.C(=O)(O)[O-].[Na+]>>[CH2:18]([O:17][C:13]1[CH:12]=[C:11]2[C:16](=[CH:15][CH:14]=1)[NH:8][N:9]=[C:10]2[C:34]1[NH:33][C:41]2[C:36]([CH:35]=1)=[CH:37][CH:38]=[CH:39][CH:40]=2)[C:19]1[CH:20]=[CH:21][CH:22]=[CH:23][CH:24]=1 |f:2.3|. Reported procedure: Stage Ib: A suspension of 3.23 g of 5-benzyloxy-3-iodoindazole-1-carboxylic acid tert-butyl ester, 7.31 g of 2-[4-(1-tert-butoxycarbonyl-2,3-dihydro-1H-indol-2-yl)-1,3,2,4-dioxadiboretan-2-yl]indole-1-carboxylic acid tert-butyl ester, 2.07 g of palladium tetrakistriphenylphosphine and 11 ml of a saturated aqueous sodium bicarbonate solution is heated at reflux for approximately two hours and then at ambient temperature overnight. The reaction medium is filtered through paper, and the filtrate is... Starting materials: C(C)OC(=O)C1=NC=2N(C(=C1)O)N=CN2 (5-ethoxycarbonyl-7-hydroxy-s-triazolo[1,5-a]pyrimidine), P(=O)(Cl)(Cl)Cl (phosphorus oxychloride). Reaction conditions: temperature 60 celsius. Yields the product ClC1=CC(=NC=2N1N=CN2)C(=O)OCC (7-chloro-5-ethoxycarbonyl-s-triazolo[1,5-a]pyrimidine). As a reaction SMILES: [CH2:1]([O:3][C:4]([C:6]1[CH:11]=[C:10](O)[N:9]2[N:13]=[CH:14][N:15]=[C:8]2[N:7]=1)=[O:5])[CH3:2].P(Cl)(Cl)([Cl:18])=O>>[Cl:18][C:10]1[N:9]2[N:13]=[CH:14][N:15]=[C:8]2[N:7]=[C:6]([C:4]([O:3][CH2:1][CH3:2])=[O:5])[CH:11]=1. Reported procedure: A suspension of 5-ethoxycarbonyl-7-hydroxy-s-triazolo[1,5-a]pyrimidine (6.8 g) in 40 ml of phosphorus oxychloride was heated at 60° C. with stirring, the resultant clear, orange solution was further refluxed for one hour, excess phosphorus oxychloride was distilled off, the brown residue was dissolved in 100 ml of chloroform, and the solution was slowly added to 100 ml of water with stirring. The chloroform solution was separated, dried over anhydrous sodium sulfate, the solvent was removed by d...